This data is from the Open Reaction Database (ORD), a public repository of structured organic reaction records. The task is: describe an organic reaction: reactants, conditions, products, and yield Reactants: C(C1=CC=CC=C1)N1C(N(CC1)C=1SC(=C(N1)C)C(=O)O)=O (2-(3-benzyl-2-oxoimidazolidin-1-yl)-4-methylthiazole-5-carboxylic acid), C1(CC1)CN1C(N(CC1)C=1SC(=C(N1)C)C(=O)O)=O (2-(3-(cyclopropylmethyl)-2-oxoimidazolidin-1-yl)-4-methylthiazole-5-carboxylic acid), C(C1=CC=CC=C1)N (benzylamine). The product is C(C1=CC=CC=C1)NC(=O)C1=C(N=C(S1)N1C(N(CC1)CC1CC1)=O)C (N-benzyl-2-(3-(cyclopropylmethyl)-2-oxoimidazolidin-1-yl)-4-methylthiazole-5-carboxamide). Isolated yield 26.0%. As a reaction SMILES: [CH2:1]([N:8]1[CH2:12][CH2:11][N:10]([C:13]2[S:14][C:15]([C:19]([OH:21])=O)=[C:16]([CH3:18])[N:17]=2)[C:9]1=[O:22])[C:2]1[CH:7]=[CH:6]C=CC=1.C1(CN2CCN(C3SC(C(O)=O)=C(C)N=3)C2=O)CC1.[CH2:42]([NH2:49])[C:43]1[CH:48]=[CH:47][CH:46]=[CH:45][CH:44]=1>>[CH2:42]([NH:49][C:19]([C:15]1[S:14][C:13]([N:10]2[CH2:11][CH2:12][N:8]([CH2:1][CH:2]3[CH2:7][CH2:6]3)[C:9]2=[O:22])=[N:17][C:16]=1[CH3:18])=[O:21])[C:43]1[CH:48]=[CH:47][CH:46]=[CH:45][CH:44]=1. Reported procedure: Following the procedure as describe in Example 9, making variations as required to replace 2-(3-benzyl-2-oxoimidazolidin-1-yl)-4-methylthiazole-5-carboxylic acid with 2-(3-(cyclopropylmethyl)-2-oxoimidazolidin-1-yl)-4-methylthiazole-5-carboxylic acid to react with benzylamine, the title compound was obtained as a white powder in 26% yield: mp 142-143° C.; 1H NMR (300 MHz, DMSO-d6) δ 7.36-7.25 (m, 5H), 5.90 (s, 1H), 4.54 (d, J=5.7 Hz, 2H), 4.09 (t, J=8.4 Hz, 2H), 3.67 (t, J=8.4 Hz, 2H), 3.15 (d, ... Starting materials: CN1CCN(CC1)C(OCC)OCC (1-methyl-4-(diethoxymethyl)piperazine), C(CO)O (ethylene glycol). The solvent is C(C)O (ethanol). Conditions: time 18 hour. Product: CN1CCN(CC1)C1OCCO1 (1-methyl-4-(dioxolan-2-yl)piperazine). Reaction SMILES: [CH3:1][N:2]1[CH2:7][CH2:6][N:5]([CH:8]([O:12][CH2:13][CH3:14])[O:9]CC)[CH2:4][CH2:3]1.C(O)CO>C(O)C>[CH3:1][N:2]1[CH2:3][CH2:4][N:5]([CH:8]2[O:9][CH2:14][CH2:13][O:12]2)[CH2:6][CH2:7]1. Procedure details: The amide acetal produced in Example 1 (3.03 g, 0.015 mole) was combined while stirring with ethylene glycol (0.93 g, 0.015 mole) in a glass flask at ambient temperature under nitrogen. The reaction was continued with stirring for 18 hours. The by-product ethanol formed during the reaction was removed by vacuum and the reaction continued for an additional 18 hours with stirring under vacuum. The resulting product was found to have a boiling point of about 220° C., and identified as the desired p... Reactants: O (Water), FC=1C=CC(=NC1)NN ((5-fluoro-pyridine-2-yl)-hydrazine), C[C@@H]1N([C@@H](CCC1)C)C(=O)Cl ((2S,6R)-2,6-Dimethyl-piperidine-1-carbonyl chloride), CCN(C(C)C)C(C)C (DIPEA). Solvent: C(Cl)Cl (DCM). Product: FC=1C=CC(=NC1)NNC(=O)N1[C@H](CCC[C@H]1C)C ((2S,6R)-2,6-Dimethyl-piperidine-1-carboxylic acid N′-(5-fluoro-pyridin-2-yl)-hydrazide). Yield: 69.6%. RXN SMILES: [F:1][C:2]1[CH:3]=[CH:4][C:5]([NH:8][NH2:9])=[N:6][CH:7]=1.[CH3:10][C@H:11]1[CH2:16][CH2:15][CH2:14][C@@H:13]([CH3:17])[N:12]1[C:18](Cl)=[O:19].CCN(C(C)C)C(C)C.O>C(Cl)Cl>[F:1][C:2]1[CH:3]=[CH:4][C:5]([NH:8][NH:9][C:18]([N:12]2[C@H:13]([CH3:17])[CH2:14][CH2:15][CH2:16][C@@H:11]2[CH3:10])=[O:19])=[N:6][CH:7]=1. Reported procedure: A solution of (5-fluoro-pyridine-2-yl)-hydrazine (21.7 g, 171 mmol), Intermediate 3a (31.5 g, 180 mmol) and DIPEA (44.7 mmol, 256 mmol) in DCM (350 mL) was stirred at RT for 4 days. Water (350 mL) was added, then the aqueous layer extracted with DCM (100 mL). The combined organic extracts were passed through a hydrophobic fit and concentrated under vacuum to leave a solid. Trituration with diethyl ether/pentane (1:4, 150 mL), and drying under vacuum at 50° C., gave Intermediate 3b (31.7 g, 70%, ... Starting materials: O=C([O-])[O-], CC(C)(C)OC(=O)N1Cc2ccc(O)cc2C1, CCOC(=O)C(F)(F)Cl, [K+], [K+], CN(C)C=O. Product: CC(C)(C)OC(=O)N1Cc2ccc(OC(F)F)cc2C1. Reaction SMILES: [C:18](=[O:19])([O-:20])[O-:21].[C:1]([CH3:2])([CH3:3])([CH3:4])[O:5][C:6](=[O:7])[N:8]1[CH2:9][c:10]2[cH:11][cH:12][c:13]([OH:17])[cH:14][c:15]2[CH2:16]1.[Cl:24][C:25]([C:26]([O:27][CH2:28][CH3:29])=[O:30])([F:31])[F:32].[K+:22].[K+:23].[O:33]=[CH:34][N:35]([CH3:36])[CH3:37]>>[C:1]([CH3:2])([CH3:3])([CH3:4])[O:5][C:6](=[O:7])[N:8]1[CH2:9][c:10]2[cH:11][cH:12][c:13]([O:17][CH:25]([F:31])[F:32])[cH:14][c:15]2[CH2:16]1. Starting materials: C(CN)N (ethylenediamine), CN=C=S (methyl isothiocyanate), C(C1=CC=CC=C1)C1=C(N=CO1)CCl (5-benzyl-4-chloromethyloxazole), N-(5-benzyl-4-oxazolymethyl)-ethylenediamine. Product: CNC(=S)NCCNCC=1N=COC1CC1=CC=CC=C1 (N-methyl-N'-[2-((5-benzyl-4-oxazolyl)methylamino)ethyl]-thiourea). RXN SMILES: [CH2:1]([NH2:4])[CH2:2][NH2:3].[CH2:5]([C:12]1[O:16][CH:15]=[N:14][C:13]=1[CH2:17]Cl)[C:6]1[CH:11]=[CH:10][CH:9]=[CH:8][CH:7]=1.[CH3:19][N:20]=[C:21]=[S:22]>>[CH3:19][NH:20][C:21]([NH:3][CH2:2][CH2:1][NH:4][CH2:17][C:13]1[N:14]=[CH:15][O:16][C:12]=1[CH2:5][C:6]1[CH:11]=[CH:10][CH:9]=[CH:8][CH:7]=1)=[S:22]. Procedure details: Reacting ethylenediamine with 5-benzyl-4-chloromethyloxazole by the procedure of Example 34, then reacting the resulting N-(5-benzyl-4-oxazolymethyl)-ethylenediamine with methyl isothiocyanate by the procedure of Example 3(b) and chromatographing gives N-methyl-N'-[2-((5-benzyl-4-oxazolyl)methylamino)ethyl]-thiourea. Reacting this thiourea with lead cyanamide by the procedure of Example 3(b) gives N-[2-((5-benzyl-4-oxaxzolyl)methylamino)ethyl]-N'-cyano-N"-methylguanidine Starting materials: C(C)OC1=NC=C(C=C1C=1NC(C=2C(N1)=C(N(N2)CC2=NC=CC=C2)CCC)=O)S(=O)(=O)N2CCN(CC2)CC (5-[2-Ethoxy-5-(4-ethylpiperazin-1-ylsulphonyl)pyridin-3-yl]-3-n-propyl-2-(pyridin-2-yl)methyl-2,6-dihydro-7H-pyrazolo[4,3-d]pyrimidin-7-one), C[Si](C)(C)[N-][Si](C)(C)C.[K+] (potassium bis(trimethylsilyl)amide), CN(CCO)C (2-dimethylaminoethanol). The solvent is O (Water). Run at temperature 90 celsius, time 18 hour. The product is CN(CCOC1=NC=C(C=C1C=1NC(C=2C(N1)=C(N(N2)CC2=NC=CC=C2)CCC)=O)S(=O)(=O)N2CCN(CC2)CC)C (5-[2-(2-Dimethylaminoethoxy)-5-(4-ethylpiperazin-1-ylsulphonyl)pyridin-3-yl]-3-n-propyl-2-(pyridin-2-yl)methyl-2,6-dihydro-7H-pyrazolo[4,3-d]pyrimidin-7-one). The yield is 68.0%. Reaction SMILES: [CH2:1]([O:3][C:4]1[C:9]([C:10]2[NH:11][C:12](=[O:29])[C:13]3[C:14](=[C:16]([CH2:26][CH2:27][CH3:28])[N:17]([CH2:19][C:20]4[CH:25]=[CH:24][CH:23]=[CH:22][N:21]=4)[N:18]=3)[N:15]=2)=[CH:8][C:7]([S:30]([N:33]2[CH2:38][CH2:37][N:36]([CH2:39][CH3:40])[CH2:35][CH2:34]2)(=[O:32])=[O:31])=[CH:6][N:5]=1)[CH3:2].C[Si]([N-][Si](C)(C)C)(C)C.[K+].[CH3:51][N:52](C)[CH2:53]CO>O>[CH3:51][N:52]([CH3:53])[CH2:2][CH2:1][O:3][C:4]1[C:9]([C:10]2[NH:11][C:12](=[O:29])[C:13]3[C:14](=[C:16]([CH2:26][CH2:27][CH3:28])[N:17]([CH2:19][C:20]4[CH:25]=[CH:24][CH:23]=[CH:22][N:21]=4)[N:18]=3)[N:15]=2)=[CH:8][C:7]([S:30]([N:33]2[CH2:38][CH2:37][N:36]([CH2:39][CH3:40])[CH2:35][CH2:34]2)(=[O:31])=[O:32])=[CH:6][N:5]=1 |f:1.2|. Procedure: A mixture of the title compound of Example 26 (200 mg, 0.35 mmol), potassium bis(trimethylsilyl)amide (352 mg, 1.76 mmol) and 2-dimethylaminoethanol (1.5 ml) was stirred at 90° C. for 18 hours, then allowed to cool. Water (5 ml) was added, the mixture extracted with ethyl acetate (3×5 ml) and the combined extracts dried (MgSO4) and evaporated under reduced pressure. The residue was purified by column chromatography on silica gel, using an elution gradient of dichloromethane:methanol (95:5 to 90:... The reactants are ClC1=C(C=C2C=C(NC2=C1)C(=O)OCC)C (ethyl 6-chloro-5-methylindole-2-carboxylate), [H-].[Na+] (sodium hydride), O (water), ClCC#N (chloroacetonitrile). The solvent is CN(C)C=O (DMF), CN(C)C=O (DMF), C(C)(=O)OCC (ethyl acetate). Conditions: temperature 0 celsius, time 45 minute. Product: ClC1=C(C=C2C=C(N(C2=C1)CC#N)C(=O)OCC)C (Ethyl 6-chloro-1-(cyanomethyl)-5-methylindole-2-carboxylate). As a reaction SMILES: [Cl:1][C:2]1[CH:10]=[C:9]2[C:5]([CH:6]=[C:7]([C:11]([O:13][CH2:14][CH3:15])=[O:12])[NH:8]2)=[CH:4][C:3]=1[CH3:16].[H-].[Na+].Cl[CH2:20][C:21]#[N:22].O>CN(C=O)C.C(OCC)(=O)C>[Cl:1][C:2]1[CH:10]=[C:9]2[C:5]([CH:6]=[C:7]([C:11]([O:13][CH2:14][CH3:15])=[O:12])[N:8]2[CH2:20][C:21]#[N:22])=[CH:4][C:3]=1[CH3:16] |f:1.2|. Reported procedure: A solution of ethyl 6-chloro-5-methylindole-2-carboxylate (1.5 g, 6.3 mmol) in DMF (30 mL) was added dropwise to a stirred suspension of sodium hydride (60%, 0.39 g, 10 mmol) in DMF (20 mL) at room temperature under Ar. The reaction was then cooled to 0° C. and stirred for 45 min then chloroacetonitrile (0.81 mL, 13 mmol) was added in one portion. The reaction was heated to 75° C. and stirred for 1 h. After allowing to cool to room temperature the mixture was poured into water (200 mL) and with ...